Dataset: the Open Reaction Database (ORD), a public repository of structured organic reaction records. Task: describe an organic reaction: reactants, conditions, products, and yield Starting materials: FC(S(=O)(=O)OC=1C=CC2=C(C1)C1=CC=CC=C1C1=CC=3N(C=4C=CC=CC4C3C=C12)CC)(F)F (10-ethyl-10H-phenanthro[9,10-b]carbazol-3-yl trifluoromethanesulfonate), C1(=CC=C(C=C1)NC1=CC=C(C=C1)C1=CC=CC=C1)C1=CC=CC=C1 (dibiphenyl-4-ylamine), C(=O)([O-])[O-].[K+].[K+] (K2CO3). The reagents and catalysts are CC(=O)[O-].CC(=O)[O-].[Pd+2] (Pd(OAc)2), C1=CC=C(C=C1)P(C2=CC=CC=C2)C3=C(C4=CC=CC=C4C=C3)C5=C(C=CC6=CC=CC=C65)P(C7=CC=CC=C7)C8=CC=CC=C8 (Binap). Run in C1(=CC=CC=C1)C (toluene). Reaction conditions: time 12 hour. Product: C1(=CC=C(C=C1)N(C=1C=CC2=C(C1)C1=CC=CC=C1C1=CC=3N(C=4C=CC=CC4C3C=C12)CC)C1=CC=C(C=C1)C1=CC=CC=C1)C1=CC=CC=C1 (N,N-di(biphenyl-4-yl)-10-ethyl-10H-phenanthro[9,10-b]carbazol-3-amine). The yield is 78.0%. As a reaction SMILES: FC(F)(F)S(O[C:7]1[CH:8]=[CH:9][C:10]2[C:31]3[C:19](=[CH:20][C:21]4[N:22]([CH2:32][CH3:33])[C:23]5[CH:24]=[CH:25][CH:26]=[CH:27][C:28]=5[C:29]=4[CH:30]=3)[C:18]3[C:13](=[CH:14][CH:15]=[CH:16][CH:17]=3)[C:11]=2[CH:12]=1)(=O)=O.[C:36]1([C:55]2[CH:60]=[CH:59][CH:58]=[CH:57][CH:56]=2)[CH:41]=[CH:40][C:39]([NH:42][C:43]2[CH:48]=[CH:47][C:46]([C:49]3[CH:54]=[CH:53][CH:52]=[CH:51][CH:50]=3)=[CH:45][CH:44]=2)=[CH:38][CH:37]=1.C([O-])([O-])=O.[K+].[K+]>C1(C)C=CC=CC=1.CC([O-])=O.CC([O-])=O.[Pd+2].C1C=CC(P(C2C=CC3C(=CC=CC=3)C=2C2C3C(=CC=CC=3)C=CC=2P(C2C=CC=CC=2)C2C=CC=CC=2)C2C=CC=CC=2)=CC=1>[C:46]1([C:49]2[CH:50]=[CH:51][CH:52]=[CH:53][CH:54]=2)[CH:45]=[CH:44][C:43]([N:42]([C:39]2[CH:40]=[CH:41][C:36]([C:55]3[CH:60]=[CH:59][CH:58]=[CH:57][CH:56]=3)=[CH:37][CH:38]=2)[C:7]2[CH:8]=[CH:9][C:10]3[C:31]4[C:19](=[CH:20][C:21]5[N:22]([CH2:32][CH3:33])[C:23]6[CH:24]=[CH:25][CH:26]=[CH:27][C:28]=6[C:29]=5[CH:30]=4)[C:18]4[C:13](=[CH:14][CH:15]=[CH:16][CH:17]=4)[C:11]=3[CH:12]=2)=[CH:48][CH:47]=1 |f:2.3.4,6.7.8|. Procedure: 2.69 g (5.46 mmol) of 10-ethyl-10H-phenanthro[9,10-b]carbazol-3-yl trifluoromethanesulfonate synthesized in Synthetic Example 9, 2.63 g (8.18 mmol) of dibiphenyl-4-ylamine, 0.04 g (0.16 mmol) of Pd(OAc)2, 0.20 g (0.33 mmol) of Binap, and 1.51 g (10.91 mmol) of K2CO3 were put, suspended in 30 ml of toluene, and refluxed and agitated for 12 hours. After the reaction was finished, extraction was performed by dichloromethane, filtering was performed by silica gel, and the column was used at a ratio ...